Dataset: the Open Reaction Database (ORD), a public repository of structured organic reaction records. Task: describe an organic reaction: reactants, conditions, products, and yield The reactants are ClCC(=O)NC(CC=1C=C(C=CC1)CC(=O)O)(C)C ({3-[2-(2-chloro-acetylamino)-2-methyl-propyl]-phenyl}-acetic acid), NC(=S)N (thiourea), C(C)(=O)O (acetic acid). The solvent is C(C)O (ethanol). Yields the product C(C)OC(CC1=CC(=CC=C1)CC(C)(C)N)=O ([3-(2-amino-2-methyl-propyl)-phenyl]-acetic acid ethyl ester). The yield is 63.0%. As a reaction SMILES: ClCC([NH:5][C:6]([CH3:19])([CH3:18])[CH2:7][C:8]1[CH:9]=[C:10]([CH2:14][C:15]([OH:17])=[O:16])[CH:11]=[CH:12][CH:13]=1)=O.NC(N)=S.[C:24](O)(=O)[CH3:25]>C(O)C>[CH2:24]([O:17][C:15](=[O:16])[CH2:14][C:10]1[CH:11]=[CH:12][CH:13]=[C:8]([CH2:7][C:6]([NH2:5])([CH3:18])[CH3:19])[CH:9]=1)[CH3:25]. Procedure details: A solution of {3-[2-(2-chloro-acetylamino)-2-methyl-propyl]-phenyl}-acetic acid (Preparation 48) (5.1 g, 18 mmol), thiourea (1.6 g, 21 mmol) and acetic acid (18 ml) in ethanol (80 ml) was heated to reflux under a nitrogen atmosphere for 16 hours. The reaction mixture was cooled and filtered. The filtrate was reduced in vacuo, the residue dissolved in ethanol (150 ml), saturated with hydrogen chloride gas and the resulting solution heated to reflux for 16 hours. The solvent was reduced in vacuo a... The reactants are Nc1cccc(Br)c1, CCO, CCOC(=O)c1cnc2ccc(C(F)(F)F)cc2c1Cl, [Na+], [OH-]. Yields the product CCOC(=O)c1cnc2ccc(C(F)(F)F)cc2c1Nc1cccc(Br)c1. As a reaction SMILES: [Br:21][c:22]1[cH:23][c:24]([NH2:25])[cH:26][cH:27][cH:28]1.[CH3:31][CH2:32][OH:33].[Cl:1][c:2]1[c:3]([C:16](=[O:17])[O:18][CH2:19][CH3:20])[cH:4][n:5][c:6]2[cH:7][cH:8][c:9]([C:12]([F:13])([F:14])[F:15])[cH:10][c:11]12.[Na+:30].[OH-:29]>>[c:2]1([NH:25][c:24]2[cH:23][c:22]([Br:21])[cH:28][cH:27][cH:26]2)[c:3]([C:16](=[O:17])[O:18][CH2:19][CH3:20])[cH:4][n:5][c:6]2[cH:7][cH:8][c:9]([C:12]([F:13])([F:14])[F:15])[cH:10][c:11]12. The reactants are C(CC(O)(C(=O)O)CC(=O)O)(=O)O (citric acid), Cl (HCl), CC(C)(C)C(C(=O)[O-])N1C=NC(=C1)C1=CC=C(C=C1)NC(CC(=O)NC(=O)OC(C)C)C (1,1-dimethylethyl[4-(4-{[1-methyl-3-({[(1-methylethyl)oxy]carbonyl}amino)-3-oxopropyl]amino}phenyl)-1H-imidazol-1-yl]acetate), [Cl-].[Mg+2].[Cl-] (magnesium chloride), intermediate 89, [BH4-].[Na+] (sodium borohydride). The solvent is C(Cl)Cl (DCM), C(C)O (ethanol). Reaction conditions: temperature -15 celsius, time 1 hour. The product is C[C@@H]1NC2=CC=C(C=C2[C@@H](C1)NC(=O)OC(C)C)C=1N=CN(C1)CC(=O)OC(C)(C)C (1,1-dimethylethyl {(cis)-4-[2-methyl-4-({[(1-methylethyl)oxy]carbonyl}amino)-1,2,3,4-tetrahydro-6-quinolinyl]-1H-imidazol-1-yl}acetate). The yield is 68.0%. Reaction SMILES: CC([CH:5]([N:9]1[CH:13]=[C:12]([C:14]2[CH:19]=[CH:18][C:17]([NH:20][CH:21]([CH3:32])[CH2:22][C:23]([NH:25][C:26]([O:28][CH:29]([CH3:31])[CH3:30])=[O:27])=O)=[CH:16][CH:15]=2)[N:11]=[CH:10]1)[C:6]([O-:8])=[O:7])(C)C.[BH4-].[Na+].[Cl-].[Mg+2].[Cl-].C(O)(=O)[CH2:39][C:40]([CH2:45]C(O)=O)([C:42](O)=O)O.Cl>C(O)C.C(Cl)Cl>[CH3:32][C@H:21]1[CH2:22][C@@H:23]([NH:25][C:26]([O:28][CH:29]([CH3:30])[CH3:31])=[O:27])[C:16]2[C:17](=[CH:18][CH:19]=[C:14]([C:12]3[N:11]=[CH:10][N:9]([CH2:5][C:6]([O:8][C:40]([CH3:45])([CH3:42])[CH3:39])=[O:7])[CH:13]=3)[CH:15]=2)[NH:20]1 |f:1.2,3.4.5|. Procedure: A solution of 1,1-dimethylethyl[4-(4-{[1-methyl-3-({[(1-methylethyl)oxy]carbonyl}amino)-3-oxopropyl]amino}phenyl)-1H-imidazol-1-yl]acetate (for a preparation see intermediate 89) (980 mg, 2.21 mmol) in ethanol (20 mLl) was cooled to −15° C. The solution was treated with sodium borohydride (75 mg, 1.98 mmol) followed by magnesium chloride (1M in water, 2.43 mL, 2.43 mmol) maintaining the temperature below −10° C. The reaction mixture was stirred at a temperature lower than 0° C. for 1 h then at r... The reactants are CN(C)C=O, N#Cc1nc(Cl)c(Cl)nc1N, [NH4+], N#C[S-]. The product is N#CSc1nc(N)c(C#N)nc1Cl. RXN SMILES: [CH3:16][N:17]([CH3:18])[CH:19]=[O:20].[NH2:1][c:2]1[n:3][c:4]([Cl:11])[c:5]([Cl:10])[n:6][c:7]1[C:8]#[N:9].[NH4+:15].[S-:12][C:13]#[N:14]>>[NH2:1][c:2]1[n:3][c:4]([S:12][C:13]#[N:14])[c:5]([Cl:10])[n:6][c:7]1[C:8]#[N:9]. Starting materials: CC(=O)[O-], CO, [Cl-], Cc1nnc2n1-c1ccc([N+](=O)[O-])cc1C(c1ccccc1Cl)=NC2, N, [Na+], C1CCOC1, O, O, O, O, O. The product is Cc1nnc2n1-c1ccc(NO)cc1C(c1ccccc1Cl)=NC2. RXN SMILES: [C:29]([O-:30])(=[O:31])[CH3:32].[CH3:38][OH:39].[Cl-:36].[Cl:1][c:2]1[c:3]([C:8]2=[N:9][CH2:10][c:11]3[n:12]([c:22]([CH3:25])[n:23][n:24]3)-[c:13]3[c:14]2[cH:15][c:16]([N+:19](=[O:20])[O-:21])[cH:17][cH:18]3)[cH:4][cH:5][cH:6][cH:7]1.[NH3:37].[Na+:33].[O:40]1[CH2:41][CH2:42][CH2:43][CH2:44]1.[OH2:26].[OH2:27].[OH2:28].[OH2:34].[OH2:35]>>[Cl:1][c:2]1[c:3]([C:8]2=[N:9][CH2:10][c:11]3[n:12]([c:22]([CH3:25])[n:23][n:24]3)-[c:13]3[c:14]2[cH:15][c:16]([NH:19][OH:20])[cH:17][cH:18]3)[cH:4][cH:5][cH:6][cH:7]1.